This data is from the Open Reaction Database (ORD), a public repository of structured organic reaction records. The task is: describe an organic reaction: reactants, conditions, products, and yield The product is COC(C1=CC(=CC=C1)C=1N=CSC1CBr)=O (3-(5-bromomethyl-thiazol-4-yl)-benzoic acid methyl ester). RXN SMILES: [CH3:1][O:2][C:3](=[O:16])[C:4]1[CH:9]=[CH:8][CH:7]=[C:6]([C:10]2[N:11]=[CH:12][S:13][C:14]=2[CH3:15])[CH:5]=1.[Br:17]N1C(=O)CCC1=O>C(Cl)(Cl)(Cl)Cl>[CH3:1][O:2][C:3](=[O:16])[C:4]1[CH:9]=[CH:8][CH:7]=[C:6]([C:10]2[N:11]=[CH:12][S:13][C:14]=2[CH2:15][Br:17])[CH:5]=1. Procedure details: A mixture of 3-(5-methyl-thiazol-4-yl)-benzoic acid methyl ester (2.40 g), N-bromosuccinimid (2.01 g) and α,α′-bis(isobutyronitrile) (0.02 g) in CCl4 (40 mL) was heated at reflux for 30 min. The cooled mixture was filtered and the solvent was evaporated to give crude 3-(5-bromomethyl-thiazol-4-yl)-benzoic acid methyl ester (3.36 g) as an oil. Reactants: COC(C1=CC(=CC=C1)C=1N=CSC1C)=O (3-(5-methyl-thiazol-4-yl)-benzoic acid methyl ester), BrN1C(CCC1=O)=O (N-bromosuccinimid), α,α′-bis(isobutyronitrile). The yield is 104.6%. Run in C(Cl)(Cl)(Cl)Cl (CCl4). Reactants: NC(=O)N (urea), CN(C=O)C (dimethylformamide), BrCC(C(C(=O)OCC)=NO)=O (ethyl 4-bromo-2-hydroxyimino-3-oxobutyrate). Solvent: O (water). Reaction conditions: temperature 100 celsius. The product is OC=1C(=NOC1)C(=O)OCC (Ethyl 4-Hydroxy-3-isoxazolecarboxylate). Isolated yield 40.0%. Reaction SMILES: NC(N)=O.CN(C)C=O.Br[CH2:11][C:12](=[O:21])[C:13](=[N:19][OH:20])[C:14]([O:16][CH2:17][CH3:18])=[O:15]>O>[OH:21][C:12]1[C:13]([C:14]([O:16][CH2:17][CH3:18])=[O:15])=[N:19][O:20][CH:11]=1. Procedure: 144 g of urea were added to 1 liter of a dimethylformamide solution containing 72 g of ethyl 4-bromo-2-hydroxyimino-3-oxobutyrate. The reaction solution was heated for 15 minutes at 100° C. and then cooled, after which water was added to the reaction solution, and the mixture was extracted with ethyl acetate. The extract was washed with dilute aqueous hydrochloric acid and with a saturated aqueous solution of sodium chloride, in that order, after which it was dried over anhydrous sodium sulfate.... Starting materials: C1(CC=CC1)ON=C(C(=O)O)C=1N=C(SC1)NC=O (2-(3-Cyclopenten-1-yloxyimino)-2-(2-formamidothiazol-4-yl)acetic acid), P(=O)(Cl)(Cl)Cl (phosphorus oxychloride), bis(trifluoroacetic acid), N[C@H]1[C@@H]2N(C(=C(CS2)C[N+]=2N(C=CC2)C)C(=O)[O-])C1=O (7β-amino-3-(2-methyl-1-pyrazolio)methyl-3-cephem-4-carboxylate), C[Si](NC(C)=O)(C)C (N-mono(trimethylsilyl)acetamide), C[N+](=CCl)C.[Cl-] (Vilsmeier reagent), C(C)(C)OC(C)C (diisopropyl ether). Run in O1CCCC1 (tetrahydrofuran), CN(C=O)C (N,N-dimethylformamide), O1CCCC1 (tetrahydrofuran), C(C)(=O)OCC (ethyl acetate). Reaction conditions: time 1 hour. The product is CC1S([C@H]2N(C(=C1)C(=O)[O-])C(C2)=O)C[N+]=2NC=CC2 (2-methyl-1-pyrazoliomethyl-3-cephem-4-carboxylate). RXN SMILES: C1(O[N:7]=[C:8](C2N=C(NC=O)SC=2)[C:9](O)=O)CC=CC1.[CH3:20][N+:21]([CH3:24])=CCl.[Cl-].P(Cl)(Cl)(Cl)=O.N[C@@H:32]1[C:49](=[O:50])[N:34]2[C:35]([C:46]([O-:48])=[O:47])=[C:36](C[N+]3N(C)C=CC=3)[CH2:37][S:38][C@H:33]12.[CH3:51][Si](C)(C)NC(=O)C.C(OC(C)C)(C)C>O1CCCC1.C(OCC)(=O)C.CN(C)C=O>[CH3:51][CH:37]1[CH:36]=[C:35]([C:46]([O-:48])=[O:47])[N:34]2[C:49](=[O:50])[CH2:32][C@H:33]2[SH:38]1[CH2:20][N+:21]1[NH:7][CH:8]=[CH:9][CH:24]=1 |f:1.2|. Reported procedure: 2-(3-Cyclopenten-1-yloxyimino)-2-(2-formamidothiazol-4-yl)acetic acid (syn isomer, 2.0 g) in tetrahydrofuran (20 ml) was activated with Vilsmeier reagent prepared from N,N-dimethylformamide (0.66 ml) and phosphorus oxychloride (0.72 ml). To a solution of bis(trifluoroacetic acid) salts of 7β-amino-3-(2-methyl-1-pyrazolio)methyl-3-cephem-4-carboxylate (3.70 g) and N-mono(trimethylsilyl)acetamide (18.6 g) in tetrahydrofuran (37 ml) was added the activated acid solution obtained above under ice-coo... Reactants: CC1(C)Oc2ccncc2C2OC21, CCS(=O)(=O)NC, CS(C)=O, CCOC(C)=O, CCCCCCC, [H-], [Na+], O. Yields the product CCS(=O)(=O)NCC1c2cnccc2OC(C)(C)C1O. As a reaction SMILES: [CH3:10][C:11]1([CH3:22])[CH:12]2[CH:13]([c:14]3[cH:15][n:16][cH:17][cH:18][c:19]3[O:20]1)[O:21]2.[CH3:1][NH:2][S:3](=[O:4])(=[O:5])[CH2:6][CH3:7].[CH3:24][S:25]([CH3:26])=[O:27].[CH3:28][CH2:29][O:30][C:31](=[O:32])[CH3:33].[CH3:34][CH2:35][CH2:36][CH2:37][CH2:38][CH2:39][CH3:40].[H-:9].[Na+:8].[OH2:23]>>[CH2:1]([NH:2][S:3](=[O:4])(=[O:5])[CH2:6][CH3:7])[CH:13]1[CH:12]([OH:21])[C:11]([CH3:10])([CH3:22])[O:20][c:19]2[c:14]1[cH:15][n:16][cH:17][cH:18]2. Reactants: O=C1NC(=CC=C1C(=O)OCC)C(C(F)(F)F)(F)F (ethyl 2-oxo-6-(pentafluoroethyl)-1,2-dihydropyridine-3-carboxylate), Cl (hydrochloric acid). Run in CC(CC)N (2-butylamine). Yields the product CC(CC)NC(=O)C=1C(NC(=CC1)C(C(F)(F)F)(F)F)=O (N-(1-Methylpropyl)-2-oxo-6-(pentafluoroethyl)-1,2-dihydropyridine-3-carboxamide). As a reaction SMILES: [O:1]=[C:2]1[C:7]([C:8]([O:10]CC)=O)=[CH:6][CH:5]=[C:4]([C:13]([F:19])([F:18])[C:14]([F:17])([F:16])[F:15])[NH:3]1.Cl>CC(N)CC>[CH3:13][CH:4]([NH:3][C:8]([C:7]1[C:2](=[O:1])[NH:3][C:4]([C:13]([F:18])([F:19])[C:14]([F:15])([F:16])[F:17])=[CH:5][CH:6]=1)=[O:10])[CH2:5][CH3:6]. Procedure details: At room temperature, 160 mg (0.56 mmol) of ethyl 2-oxo-6-(pentafluoroethyl)-1,2-dihydropyridine-3-carboxylate were stirred in 5 ml of 2-butylamine for 14 h. The pH was then adjusted to 2 by addition of 1N hydrochloric acid, which resulted in the precipitation of a colorless solid. Filtration with suction and drying gave 160 mg (91% of theory) of the product.